This data is from the Open Reaction Database (ORD), a public repository of structured organic reaction records. The task is: describe an organic reaction: reactants, conditions, products, and yield Reactants: CN(Cc1cc(Br)n(S(=O)(=O)c2cccc(Cl)c2)c1)C(=O)OC(C)(C)C, [Na+], [Na+], O=C([O-])[O-], OB(O)c1ccc(F)cc1, c1ccc(P(c2ccccc2)(c2ccccc2)[Pd](P(c2ccccc2)(c2ccccc2)c2ccccc2)(P(c2ccccc2)(c2ccccc2)c2ccccc2)P(c2ccccc2)(c2ccccc2)c2ccccc2)cc1. The product is CN(Cc1cc(-c2ccc(F)cc2)n(S(=O)(=O)c2cccc(Cl)c2)c1)C(=O)OC(C)(C)C. RXN SMILES: [Br:1][c:2]1[cH:3][c:4]([CH2:17][N:18]([C:19]([O:20][C:21]([CH3:22])([CH3:23])[CH3:24])=[O:25])[CH3:26])[cH:5][n:6]1[S:7](=[O:8])(=[O:9])[c:10]1[cH:11][c:12]([Cl:16])[cH:13][cH:14][cH:15]1.[Na+:37].[Na+:38].[O-:39][C:40](=[O:41])[O-:42].[OH:27][B:28]([OH:29])[c:30]1[cH:31][cH:32][c:33]([F:34])[cH:35][cH:36]1.[cH:43]1[cH:44][cH:45][c:46]([P:47]([Pd:48]([P:49]([c:50]2[cH:51][cH:52][cH:53][cH:54][cH:55]2)([c:56]2[cH:57][cH:58][cH:59][cH:60][cH:61]2)[c:62]2[cH:63][cH:64][cH:65][cH:66][cH:67]2)([P:68]([c:69]2[cH:70][cH:71][cH:72][cH:73][cH:74]2)([c:75]2[cH:76][cH:77][cH:78][cH:79][cH:80]2)[c:81]2[cH:82][cH:83][cH:84][cH:85][cH:86]2)[P:87]([c:88]2[cH:89][cH:90][cH:91][cH:92][cH:93]2)([c:94]2[cH:95][cH:96][cH:97][cH:98][cH:99]2)[c:100]2[cH:101][cH:102][cH:103][cH:104][cH:105]2)([c:106]2[cH:107][cH:108][cH:109][cH:110][cH:111]2)[c:112]2[cH:113][cH:114][cH:115][cH:116][cH:117]2)[cH:118][cH:119]1>>[c:2]1(-[c:30]2[cH:31][cH:32][c:33]([F:34])[cH:35][cH:36]2)[cH:3][c:4]([CH2:17][N:18]([C:19]([O:20][C:21]([CH3:22])([CH3:23])[CH3:24])=[O:25])[CH3:26])[cH:5][n:6]1[S:7](=[O:8])(=[O:9])[c:10]1[cH:11][c:12]([Cl:16])[cH:13][cH:14][cH:15]1. Reactants: ClC1=CC=C(C=C1)[N+](=O)[O-] (1-Chloro-4-nitrobenzene), C1(=CC=CC=C1)OCCO (ethylene glycol monophenyl ether). Run in CS(=O)C (dimethylsulphoxide). Yields the product [N+](=O)([O-])C1=CC=C(C=C1)OCCOC1=CC=CC=C1 (1-nitro-4-(2-phenoxy-ethoxy)-benzene). The yield is 87.0%. As a reaction SMILES: Cl[C:2]1[CH:7]=[CH:6][C:5]([N+:8]([O-:10])=[O:9])=[CH:4][CH:3]=1.[C:11]1([O:17][CH2:18][CH2:19][OH:20])[CH:16]=[CH:15][CH:14]=[CH:13][CH:12]=1>CS(C)=O>[N+:8]([C:5]1[CH:6]=[CH:7][C:2]([O:20][CH2:19][CH2:18][O:17][C:11]2[CH:16]=[CH:15][CH:14]=[CH:13][CH:12]=2)=[CH:3][CH:4]=1)([O-:10])=[O:9]. Procedure details: 1-Chloro-4-nitrobenzene is reacted in dimethylsulphoxide, in the presence of a base, with ethylene glycol monophenyl ether: 1-nitro-4-(2-phenoxy-ethoxy)-benzene is obtained in 87% yield. The reactants are NC1=CC(CC(C1)(C)C)=O (3-amino-5,5-dimethyl-2-cyclohexen-1-one), C(#N)C1=C(C=C(C=O)C=C1)[N+](=O)[O-] (4-cyano-3-nitrobenzaldehyde). Yields the product CC1(CC(C=2C(C3C(CC(CC3=NC2C1)(C)C)=O)C1=CC(=C(C#N)C=C1)[N+](=O)[O-])=O)C (4-(2,3,4,5,6,7,8,9-octahydro-3,3,6,6-tetramethyl-1,8-dioxo-1H-acridin-9-yl)-2-nitrobenzonitrile). As a reaction SMILES: [NH2:1][C:2]1[CH2:7][C:6]([CH3:9])([CH3:8])[CH2:5][C:4](=[O:10])[CH:3]=1.[C:11]([C:13]1[CH:20]=[CH:19][C:16]([CH:17]=O)=[CH:15][C:14]=1[N+:21]([O-:23])=[O:22])#[N:12]>>[CH3:8][C:6]1([CH3:9])[CH2:7][C:2]2[N:1]=[C:2]3[CH:3]([C:4](=[O:10])[CH2:5][C:6]([CH3:9])([CH3:8])[CH2:7]3)[CH:17]([C:16]3[CH:19]=[CH:20][C:13]([C:11]#[N:12])=[C:14]([N+:21]([O-:23])=[O:22])[CH:15]=3)[C:3]=2[C:4](=[O:10])[CH2:5]1. Procedure: Reaction of 3-amino-5,5-dimethyl-2-cyclohexen-1-one with 4-cyano-3-nitrobenzaldehyde in an analogous manner to that described in Example 1 gave 4-(2,3,4,5,6,7,8,9-octahydro-3,3,6,6-tetramethyl-1,8-dioxo-1H-acridin-9-yl)-2-nitrobenzonitrile. Crystallization from methanol gave a yellow crystalline solid of melting point 274-275° C. Reactants: FC1=C(C=CC(=C1)F)NS(=O)(=O)C1CCCC=C1C(=O)OCC (ethyl 6-[N-(2, 4-difluorophenyl)sulfamoyl]-1-cyclohexene-1-carboxylate), [OH-].[Na+] (sodium hydroxide), FC1=C(C=CC(=C1)F)NS(=O)(=O)C1CCCC=C1C(=O)OCC (ethyl 6-[N-(2, 4-difluorophenyl)sulfamoyl]-1-cyclohexene-1-carboxylate), aqueous solution. Run in C(C)#N (acetonitrile). Conditions: temperature 55 celsius, time 12 hour. Yields the product FC1=C(C=CC(=C1)F)NS(=O)(=O)C1CCCC=C1C(=O)[O-].[Na+] (sodium 6-[N-(2,4-difluorophenyl)sulfamoyl]-1-cyclohexene-1-carboxylate). Reaction SMILES: [F:1][C:2]1[CH:7]=[C:6]([F:8])[CH:5]=[CH:4][C:3]=1[NH:9][S:10]([CH:13]1[C:18]([C:19]([O:21]CC)=[O:20])=[CH:17][CH2:16][CH2:15][CH2:14]1)(=[O:12])=[O:11].[OH-].[Na+:25]>C(#N)C>[F:1][C:2]1[CH:7]=[C:6]([F:8])[CH:5]=[CH:4][C:3]=1[NH:9][S:10]([CH:13]1[C:18]([C:19]([O-:21])=[O:20])=[CH:17][CH2:16][CH2:15][CH2:14]1)(=[O:11])=[O:12].[Na+:25] |f:1.2,4.5|. Reported procedure: A solution of ethyl 6-[N-(2, 4-difluorophenyl)sulfamoyl]-1-cyclohexene-1-carboxylate obtained in Example 3 (Compound 3, 2.5 g) in acetonitrile (288 ml) was admixed with a 1N aqueous solution of sodium hydroxide (228 ml) and the mixture was stirred at 55° C. for 12 hours. The mixture was concentrated under reduced pressure and the residue was purified by CHP-20P column chromatography (eluent: water→methanol/water=1/1). The eluent was concentrated under reduced pressure and the residue was dissolv... Reactants: N(N)C1=NC=C(C=C1)[N+](=O)[O-] (2-hydrazino-5-nitropyridine), C(C1=CC=CC=C1)=O (benzaldehyde). The solvent is C(C)O (ethanol). Run at temperature 100 celsius. Yields the product [N+](=O)([O-])C=1C=CC(=NC1)NN=CC1=CC=CC=C1 (benzaldehyde-(5-nitro-2-pyridyl)hydrazone). Isolated yield 62.0%. Reaction SMILES: [NH:1]([C:3]1[CH:8]=[CH:7][C:6]([N+:9]([O-:11])=[O:10])=[CH:5][N:4]=1)[NH2:2].[CH:12](=O)[C:13]1[CH:18]=[CH:17][CH:16]=[CH:15][CH:14]=1>C(O)C>[N+:9]([C:6]1[CH:7]=[CH:8][C:3]([NH:1][N:2]=[CH:12][C:13]2[CH:18]=[CH:17][CH:16]=[CH:15][CH:14]=2)=[N:4][CH:5]=1)([O-:11])=[O:10]. Procedure: In 20 ml of ethanol were dispersed 1.59 g of 2-hydrazino-5-nitropyridine and 1.13 g of benzaldehyde. The dispersion was refluxed at 100° C. for 16.5 hours. The reaction solution was allowed to cool at room temperature. The resulting precipitate was collected by suction filtration, washed with ethanol and air dried, obtaining 1.55 g (yield 62%) of orange yellow fine acicular crystals.